This data is from the Open Reaction Database (ORD), a public repository of structured organic reaction records. The task is: describe an organic reaction: reactants, conditions, products, and yield Procedure: To a solution of a mixture (1:3) of methyl 3-methyl-2-[(3S,4R)-4-methylthio-3-{(1RS)-1-(p-nitrobenzyloxycarbonyloxy)ethyl}-2-oxoazetidin-1-yl]-but-2-enoate (1.30 g) in dichloromethane (13 ml) was added a solution of chlorine (211 mg) in carbon tetrachloride (2.2 ml) at -78° C. The solution was allowed to warm to 0° C. during 45 minutes and concentrated. The residue was dissolved in ethyl acetate (30 ml) and washed with a chilled aqueous sodium bicarbonate (2.5 g), water, and brine. Drying over m... Run in ClCCl (dichloromethane), C(Cl)(Cl)(Cl)Cl (carbon tetrachloride). Run at temperature 0 celsius. Reaction SMILES: [CH3:1][C:2]([CH3:31])=[C:3]([N:8]1[C@H:11](SC)[C@@H:10]([CH:14]([O:16][C:17]([O:19][CH2:20][C:21]2[CH:26]=[CH:25][C:24]([N+:27]([O-:29])=[O:28])=[CH:23][CH:22]=2)=[O:18])[CH3:15])[C:9]1=[O:30])[C:4]([O:6][CH3:7])=[O:5].[Cl:32]Cl>ClCCl.C(Cl)(Cl)(Cl)Cl>[Cl:32][CH:11]1[N:8]([C:3](=[C:2]([CH3:31])[CH3:1])[C:4]([O:6][CH3:7])=[O:5])[C:9](=[O:30])[C@@H:10]1[CH:14]([O:16][C:17]([O:19][CH2:20][C:21]1[CH:26]=[CH:25][C:24]([N+:27]([O-:29])=[O:28])=[CH:23][CH:22]=1)=[O:18])[CH3:15]. Starting materials: CC(=C(C(=O)OC)N1C([C@@H]([C@H]1SC)C(C)OC(=O)OCC1=CC=C(C=C1)[N+](=O)[O-])=O)C (methyl 3-methyl-2-[(3S,4R)-4-methylthio-3-{(1RS)-1-(p-nitrobenzyloxycarbonyloxy)ethyl}-2-oxoazetidin-1-yl]-but-2-enoate), ClCl (chlorine). The product is ClC1[C@H](C(N1C(C(=O)OC)=C(C)C)=O)C(C)OC(=O)OCC1=CC=C(C=C1)[N+](=O)[O-] (methyl 2-[(3S)-4-chloro-3-{1-(p-nitrobenzyloxycarbonyloxy)ethyl}-2-oxoazetidin-1-yl]-3-methylbutenoate), 4S. The product is C(CCCCCCCC=CCC=CCCCCC)N (9,12-octadecadienylamine). Starting materials: [H-].[Li+].[Al+3].[H-].[H-].[H-] (aluminum lithium hydride), C(CCCCCCC\C=C/C\C=C/CCCCC)(=O)N (linoleic acid amide), O.O.O.O.O.O.O.O.O.O.S(=O)(=O)([O-])[O-].[Na+].[Na+] (sodium sulfate decahydrate), [H-].[Li+].[Al+3].[H-].[H-].[H-] (aluminum lithium hydride). Run at time 12 hour. Reaction SMILES: [H-].[Li+].[Al+3].[H-].[H-].[H-].[C:7]([NH2:26])(=O)[CH2:8][CH2:9][CH2:10][CH2:11][CH2:12][CH2:13][CH2:14]/[CH:15]=[CH:16]\[CH2:17]/[CH:18]=[CH:19]\[CH2:20][CH2:21][CH2:22][CH2:23][CH3:24].O.O.O.O.O.O.O.O.O.O.S([O-])([O-])(=O)=O.[Na+].[Na+]>O1CCCC1>[CH2:7]([NH2:26])[CH2:8][CH2:9][CH2:10][CH2:11][CH2:12][CH2:13][CH2:14][CH:15]=[CH:16][CH2:17][CH:18]=[CH:19][CH2:20][CH2:21][CH2:22][CH2:23][CH3:24] |f:0.1.2.3.4.5,7.8.9.10.11.12.13.14.15.16.17.18.19|. Isolated yield 68.2%. Reported procedure: To a 1-l flask equipped with a stirrer, a dropping funnel and a nitrogen gas inlet tube, 50 ml of tetrahydrofuran and 5.69 g (0.15 mol) of aluminum lithium hydride were charged, followed by the dropwise addition of 14.0 g (0.05 mol) of linoleic acid amide over 30 minutes while stirring at room temperature under a nitrogen gas atmosphere. After the completion of the dropwise addition, stirring was conducted for further 12 hours at 60° C. To the reaction mixture, 16 g (0.05 mol) of sodium sulfate ... The solvent is O1CCCC1 (tetrahydrofuran). Reactants: ClC=1C=C2C(=C(C(=NC2=CC1OC)C)I)OCC (6-chloro-4-ethoxy-3-iodo-7-methoxy-2-methylquinoline), FC(OC1=CC=C(OC2=CC=C(C=C2)B(O)O)C=C1)(F)F ((4-(4-(trifluoromethoxy)phenoxy) phenyl) boronic acid), palladium (0) tetrakis triphenylphosphine, C([O-])([O-])=O.[K+].[K+] (potassium carbonate). Run in CN(C=O)C (dimethylformamide). Reaction conditions: temperature 85 celsius, time 18 hour. Product: ClC=1C=C2C(=C(C(=NC2=CC1OC)C)C1=CC=C(C=C1)OC1=CC=C(C=C1)OC(F)(F)F)OCC (6-chloro-4-ethoxy-7-methoxy-2-methyl-3-(4-(4-(trifluoromethoxy)phenoxy)phenyl)quinoline). Yield: 56.7%. As a reaction SMILES: [Cl:1][C:2]1[CH:3]=[C:4]2[C:9](=[CH:10][C:11]=1[O:12][CH3:13])[N:8]=[C:7]([CH3:14])[C:6](I)=[C:5]2[O:16][CH2:17][CH3:18].[F:19][C:20]([F:39])([F:38])[O:21][C:22]1[CH:37]=[CH:36][C:25]([O:26][C:27]2[CH:32]=[CH:31][C:30](B(O)O)=[CH:29][CH:28]=2)=[CH:24][CH:23]=1.C(=O)([O-])[O-].[K+].[K+]>CN(C)C=O>[Cl:1][C:2]1[CH:3]=[C:4]2[C:9](=[CH:10][C:11]=1[O:12][CH3:13])[N:8]=[C:7]([CH3:14])[C:6]([C:30]1[CH:29]=[CH:28][C:27]([O:26][C:25]3[CH:36]=[CH:37][C:22]([O:21][C:20]([F:19])([F:38])[F:39])=[CH:23][CH:24]=3)=[CH:32][CH:31]=1)=[C:5]2[O:16][CH2:17][CH3:18] |f:2.3.4|. Reported procedure: To a solution of 6-chloro-4-ethoxy-3-iodo-7-methoxy-2-methylquinoline (1.56 g, 4.13 mmol), (4-(4-(trifluoromethoxy)phenoxy) phenyl) boronic acid (1.85 g, 6.20 mmol) and palladium (0) tetrakis triphenylphosphine (239 mg, 0.207 mmol) in degassed dimethylformamide was added 8.25 ml of a 2 N aqueous potassium carbonate solution. The reaction mixture was stirred 18 hours at 85° C., filtered through celite and concentrated in vacuo. The resulting residue was resuspended in dichloromethane and water. T... Starting materials: ClCCl, O=[N+]([O-])c1ccc(S(=O)(=O)Cl)cc1, Nc1ccccc1C(=O)c1ccccc1, c1ccncc1. Yields the product O=C(c1ccccc1)c1ccccc1NS(=O)(=O)c1ccc([N+](=O)[O-])cc1. RXN SMILES: [CH2:35]([Cl:36])[Cl:37].[N+:16](=[O:17])([O-:18])[c:19]1[cH:20][cH:21][c:22]([S:25](=[O:26])(=[O:27])[Cl:28])[cH:23][cH:24]1.[NH2:1][c:2]1[c:3]([C:4](=[O:5])[c:6]2[cH:7][cH:8][cH:9][cH:10][cH:11]2)[cH:12][cH:13][cH:14][cH:15]1.[cH:29]1[cH:30][cH:31][n:32][cH:33][cH:34]1>>[NH:1]([c:2]1[c:3]([C:4](=[O:5])[c:6]2[cH:7][cH:8][cH:9][cH:10][cH:11]2)[cH:12][cH:13][cH:14][cH:15]1)[S:25]([c:22]1[cH:21][cH:20][c:19]([N+:16](=[O:17])[O-:18])[cH:24][cH:23]1)(=[O:26])=[O:27].